From a dataset of the Open Reaction Database (ORD), a public repository of structured organic reaction records. describe an organic reaction: reactants, conditions, products, and yield Starting materials: amides, C(C1=CC=CC=C1)C1=CC=C(C=C1)CC(=O)N (4-benzylphenylacetamide), C(C1=CC=CC=C1)C=1C=C(C=CC1)CC(=O)N (3-benzylphenylacetamide). Product: C(C1=CC=CC=C1)C=1C=C(C=CC1)CC#N (3-benzyl-1-cyanomethylbenzene). RXN SMILES: C(C1C=CC(CC(N)=O)=CC=1)C1C=CC=CC=1.[CH2:18]([C:25]1[CH:26]=[C:27]([CH2:31][C:32]([NH2:34])=O)[CH:28]=[CH:29][CH:30]=1)[C:19]1[CH:24]=[CH:23][CH:22]=[CH:21][CH:20]=1>>[CH2:18]([C:25]1[CH:26]=[C:27]([CH2:31][C:32]#[N:34])[CH:28]=[CH:29][CH:30]=1)[C:19]1[CH:20]=[CH:21][CH:22]=[CH:23][CH:24]=1. Reported procedure: The two cyanomethyl intermediates, prepared above, were converted via the H202 conditions of Example 2 to their corresponding crystalline amides: 4-benzylphenylacetamide (93%), melting at 183-84° C. and 3-benzylphenylacetamide (59%), melting at 136-37° C. Reactants: ClCCl, O=CO, Cn1c(COc2ccc(Cl)cc2)c(C(=O)CCC2CCN(C(c3ccccc3)(c3ccccc3)c3ccccc3)CC2)c2ccccc21. Yields the product Cn1c(COc2ccc(Cl)cc2)c(C(=O)CCC2CCNCC2)c2ccccc21. As a reaction SMILES: [CH2:52]([Cl:53])[Cl:54].[CH:49]([OH:50])=[O:51].[Cl:1][c:2]1[cH:3][cH:4][c:5]([O:6][CH2:7][c:8]2[n:9]([CH3:46])[c:10]3[cH:11][cH:12][cH:13][cH:14][c:15]3[c:16]2[C:17](=[O:18])[CH2:19][CH2:20][CH:21]2[CH2:22][CH2:23][N:24]([C:27]([c:28]3[cH:29][cH:30][cH:31][cH:32][cH:33]3)([c:34]3[cH:35][cH:36][cH:37][cH:38][cH:39]3)[c:40]3[cH:41][cH:42][cH:43][cH:44][cH:45]3)[CH2:25][CH2:26]2)[cH:47][cH:48]1>>[Cl:1][c:2]1[cH:3][cH:4][c:5]([O:6][CH2:7][c:8]2[n:9]([CH3:46])[c:10]3[cH:11][cH:12][cH:13][cH:14][c:15]3[c:16]2[C:17](=[O:18])[CH2:19][CH2:20][CH:21]2[CH2:22][CH2:23][NH:24][CH2:25][CH2:26]2)[cH:47][cH:48]1. Reactants: ClC1=C2CCNC2=CC=C1C(C)(C)C (4-Chloro-5-tert-butylindoline), N1=CC(=CC=C1)N=C=O (3-pyridylisocyanate). Yields the product ClC1=C2CCN(C2=CC=C1C(C)(C)C)C(NC=1C=NC=CC1)=O (4-Chloro-5-tert-butyl-1-(3-pyridylcarbamoyl)indoline). Isolated yield 58.0%. Reaction SMILES: [Cl:1][C:2]1[C:10]([C:11]([CH3:14])([CH3:13])[CH3:12])=[CH:9][CH:8]=[C:7]2[C:3]=1[CH2:4][CH2:5][NH:6]2.[N:15]1[CH:20]=[CH:19][CH:18]=[C:17]([N:21]=[C:22]=[O:23])[CH:16]=1>>[Cl:1][C:2]1[C:10]([C:11]([CH3:14])([CH3:13])[CH3:12])=[CH:9][CH:8]=[C:7]2[C:3]=1[CH2:4][CH2:5][N:6]2[C:22](=[O:23])[NH:21][C:17]1[CH:16]=[N:15][CH:20]=[CH:19][CH:18]=1. Reported procedure: 4-Chloro-5-tert-butylindoline (D57) (0.45 g, 3.04 mmol) was treated with 3-pyridylisocyanate as in the procedure described in Example 1. The product was recrystallised from ethanol/diethyl ether to give the title compound (0.46 g, 58%) as a white crystalline solid m.p.=174°-176° C. Reactants: COC=1C=C2CCCC(C2=CC1)=CC(=O)OCC (ethyl 2-(6-methoxy-3,4-dihydronaphthalen-1(2H)-ylidene)acetate), [H][H] (hydrogen). The reagents and catalysts are [Pd] (Pd/C). Run in C(C)O (ethanol). Reaction conditions: time 8 hour. Yields the product COC=1C=C2CCCC(C2=CC1)CC(=O)OCC (ethyl 2-(6-methoxy-1,2,3,4-tetrahydronaphthalen-1-yl)acetate). Isolated yield 88.5%. Reaction SMILES: [CH3:1][O:2][C:3]1[CH:4]=[C:5]2[C:10](=[CH:11][CH:12]=1)[C:9](=[CH:13][C:14]([O:16][CH2:17][CH3:18])=[O:15])[CH2:8][CH2:7][CH2:6]2.[H][H]>C(O)C.[Pd]>[CH3:1][O:2][C:3]1[CH:4]=[C:5]2[C:10](=[CH:11][CH:12]=1)[CH:9]([CH2:13][C:14]([O:16][CH2:17][CH3:18])=[O:15])[CH2:8][CH2:7][CH2:6]2. Reported procedure: To a solution of the alkene (512) (0.792 g, 3.22 mmol) in ethanol (53 mL) was added Pd/C (100 mg, 10% Degussa type). A balloon of hydrogen gas was added and the reaction was evacuated and back-filled with hydrogen three times. The reaction was stirred under a hydrogen balloon overnight at room temperature, then filtered through a pad of celite and concentrated in vacuo to give ethyl 2-(6-methoxy-1,2,3,4-tetrahydronaphthalen-1-yl)acetate (513) (0.708 g, 88.7%) as a colorless oil.